Dataset: the Open Reaction Database (ORD), a public repository of structured organic reaction records. Task: describe an organic reaction: reactants, conditions, products, and yield RXN SMILES: [CH3:1][CH:2]([CH2:3][O:4][C:5](=[O:6])[NH:7][c:8]1[s:9][c:10](-[c:19]2[n:20][c:21]([I:25])[n:22][cH:23][cH:24]2)[c:11](-[c:13]2[cH:14][cH:15][cH:16][cH:17][cH:18]2)[n:12]1)[CH3:26].[NH2:27][c:28]1[cH:29][cH:30][cH:31][cH:32][cH:33]1.[O:45]1[CH2:46][CH2:47][O:48][CH2:49][CH2:50]1.[c:34]1([CH3:35])[cH:36][cH:37][c:38]([S:39]([OH:40])(=[O:41])=[O:42])[cH:43][cH:44]1>>[CH3:1][CH:2]([CH2:3][O:4][C:5](=[O:6])[NH:7][c:8]1[s:9][c:10](-[c:19]2[n:20][c:21]([NH:27][c:28]3[cH:29][cH:30][cH:31][cH:32][cH:33]3)[n:22][cH:23][cH:24]2)[c:11](-[c:13]2[cH:14][cH:15][cH:16][cH:17][cH:18]2)[n:12]1)[CH3:26]. The product is CC(C)COC(=O)Nc1nc(-c2ccccc2)c(-c2ccnc(Nc3ccccc3)n2)s1. Starting materials: CC(C)COC(=O)Nc1nc(-c2ccccc2)c(-c2ccnc(I)n2)s1, Nc1ccccc1, C1COCCO1, Cc1ccc(S(=O)(=O)O)cc1. Starting materials: C(C)OC(=O)C=1C(=C2C(=NN(C2=CC1)C(=O)OC(C)(C)C)\C=C\C1=CC=C(C=C1)F)OCCOC1OCCCC1 (3-[(E)-2-(4-fluorophenyl)-vinyl]-4-[2-(tetrahydropyran-2-yloxy)-ethoxy]-1H-indazole-1,5-dicarboxylic acid 1-tert-butyl ester 5-ethyl ester), Cl (hydrochloric acid), O (water). Solvent: O1CCCC1 (tetrahydrofuran). Run at time 19 hour. The product is C(C)OC(=O)C=1C(=C2C(=NN(C2=CC1)C(=O)OC(C)(C)C)\C=C\C1=CC=C(C=C1)F)OCCO (3-[(E)-2-(4-Fluorophenyl)-vinyl]-4-(2-hydroxyethoxy)-1H-indazole-1,5-dicarboxylic acid 1-tert-butyl ester 5-ethyl ester). Isolated yield 69.8%. As a reaction SMILES: [CH2:1]([O:3][C:4]([C:6]1[C:7]([O:31][CH2:32][CH2:33][O:34]C2CCCCO2)=[C:8]2[C:12](=[CH:13][CH:14]=1)[N:11]([C:15]([O:17][C:18]([CH3:21])([CH3:20])[CH3:19])=[O:16])[N:10]=[C:9]2/[CH:22]=[CH:23]/[C:24]1[CH:29]=[CH:28][C:27]([F:30])=[CH:26][CH:25]=1)=[O:5])[CH3:2].Cl.O>O1CCCC1>[CH2:1]([O:3][C:4]([C:6]1[C:7]([O:31][CH2:32][CH2:33][OH:34])=[C:8]2[C:12](=[CH:13][CH:14]=1)[N:11]([C:15]([O:17][C:18]([CH3:20])([CH3:21])[CH3:19])=[O:16])[N:10]=[C:9]2/[CH:22]=[CH:23]/[C:24]1[CH:29]=[CH:28][C:27]([F:30])=[CH:26][CH:25]=1)=[O:5])[CH3:2]. Procedure: To a solution of 147 mg of 3-[(E)-2-(4-fluorophenyl)-vinyl]-4-[2-(tetrahydropyran-2-yloxy)-ethoxy]-1H-indazole-1,5-dicarboxylic acid 1-tert-butyl ester 5-ethyl ester in 1.5 mL of tetrahydrofuran was added 1.5 mL of 2N hydrochloric acid, and stirred at room temperature for 19 hours. Thereafter, the reaction solution was added with water and extracted twice ethyl acetate, and the resultant organic layer was washed once with saturated brine, and dried over magnesium sulfate. The solvent was evapora... RXN SMILES: [CH3:34][CH2:35][OH:36].[Cl:1][c:2]1[n:3][cH:4][c:5]([CH:8]2[O:9][CH2:10]2)[cH:6][cH:7]1.[NH2:11][CH:12]1[CH2:13][CH:14]([n:18]2[c:19](=[O:33])[c:20]3[c:21]([c:22]4[c:23]([Cl:28])[cH:24][cH:25][cH:26][c:27]24)[n:29][o:30][c:31]3[CH3:32])[CH2:15][CH2:16][CH2:17]1>>[Cl:1][c:2]1[n:3][cH:4][c:5]([CH:8]([OH:9])[CH2:10][NH:11][CH:12]2[CH2:13][CH:14]([n:18]3[c:19](=[O:33])[c:20]4[c:21]([c:22]5[c:23]([Cl:28])[cH:24][cH:25][cH:26][c:27]35)[n:29][o:30][c:31]4[CH3:32])[CH2:15][CH2:16][CH2:17]2)[cH:6][cH:7]1. Yields the product Cc1onc2c1c(=O)n(C1CCCC(NCC(O)c3ccc(Cl)nc3)C1)c1cccc(Cl)c21. Reactants: CCO, Clc1ccc(C2CO2)cn1, Cc1onc2c1c(=O)n(C1CCCC(N)C1)c1cccc(Cl)c21. Reactants: NC1=C(C=C(OC2=CC=NC=3N=CC(NC32)=O)C=C1)F (8-(4-amino-3-fluorophenoxy)pyrido[2,3-b]pyrazin-2(1H)-one), FC(C=1C=C(C=CC1Cl)N=C=O)(F)F (3-trifluoromethyl-4-chloro-phenylisocyanate). Product: ClC1=C(C=C(C=C1)NC(=O)NC1=C(C=C(C=C1)OC1=CC=NC=2N=CC(NC21)=O)F)C(F)(F)F (1-(4-Chloro-3-(trifluoromethyl)phenyl)-3-(2-fluoro-4-(2-oxo-1,2-dihydro pyrido[2,3-b]pyrazin-8-yloxy)phenyl)urea). As a reaction SMILES: [NH2:1][C:2]1[CH:19]=[CH:18][C:5]([O:6][C:7]2[C:16]3[NH:15][C:14](=[O:17])[CH:13]=[N:12][C:11]=3[N:10]=[CH:9][CH:8]=2)=[CH:4][C:3]=1[F:20].[F:21][C:22]([F:34])([F:33])[C:23]1[CH:24]=[C:25]([N:30]=[C:31]=[O:32])[CH:26]=[CH:27][C:28]=1[Cl:29]>>[Cl:29][C:28]1[CH:27]=[CH:26][C:25]([NH:30][C:31]([NH:1][C:2]2[CH:19]=[CH:18][C:5]([O:6][C:7]3[C:16]4[NH:15][C:14](=[O:17])[CH:13]=[N:12][C:11]=4[N:10]=[CH:9][CH:8]=3)=[CH:4][C:3]=2[F:20])=[O:32])=[CH:24][C:23]=1[C:22]([F:21])([F:33])[F:34]. Procedure details: Method F2 was used with 8-(4-amino-3-fluorophenoxy)pyrido[2,3-b]pyrazin-2(1H)-one and 3-trifluoromethyl-4-chloro-phenylisocyanate to afford the title compound as a beige powder. Yield: 60 mg (79%). Reactants: CS(C)=O, CCOC(=O)N=C=S, CC(C)(C)OC(=O)Nc1cc(Oc2ccc(N)nc2)ccc1Cl. Yields the product CCOC(=O)NC(=S)Nc1ccc(Oc2ccc(Cl)c(NC(=O)OC(C)(C)C)c2)cn1. As a reaction SMILES: [CH3:32][S:33]([CH3:34])=[O:35].[N:24](=[C:25]=[S:26])[C:27](=[O:28])[O:29][CH2:30][CH3:31].[NH2:1][c:2]1[cH:3][cH:4][c:5]([O:8][c:9]2[cH:10][cH:11][c:12]([Cl:23])[c:13]([NH:15][C:16]([O:17][C:18]([CH3:19])([CH3:20])[CH3:21])=[O:22])[cH:14]2)[cH:6][n:7]1>>[NH:1]([c:2]1[cH:3][cH:4][c:5]([O:8][c:9]2[cH:10][cH:11][c:12]([Cl:23])[c:13]([NH:15][C:16]([O:17][C:18]([CH3:19])([CH3:20])[CH3:21])=[O:22])[cH:14]2)[cH:6][n:7]1)[C:25]([NH:24][C:27](=[O:28])[O:29][CH2:30][CH3:31])=[S:26]. Starting materials: NC=1C=C(C(=O)OCC)C=CC1NC1CCCCC1 (ethyl 3-amino-4-cyclohexylaminobenzoate), Cl.OC1=CC=C(C(OC)=N)C=C1 (methyl 4-hydroxybenzimidate hydrochloride). Solvent: CO (methyl alcohol). Yields the product C1(CCCCC1)N1C(=NC2=C1C=CC(=C2)C(=O)OCC)C2=CC=C(C=C2)O (ethyl 1-cyclohexyl-2-(4-hydroxyphenyl)benzimidazole-5-carboxylate). The yield is 72.5%. As a reaction SMILES: [NH2:1][C:2]1[CH:3]=[C:4]([CH:10]=[CH:11][C:12]=1[NH:13][CH:14]1[CH2:19][CH2:18][CH2:17][CH2:16][CH2:15]1)[C:5]([O:7][CH2:8][CH3:9])=[O:6].Cl.[OH:21][C:22]1[CH:31]=[CH:30][C:25]([C:26](=N)OC)=[CH:24][CH:23]=1>CO>[CH:14]1([N:13]2[C:12]3[CH:11]=[CH:10][C:4]([C:5]([O:7][CH2:8][CH3:9])=[O:6])=[CH:3][C:2]=3[N:1]=[C:26]2[C:25]2[CH:30]=[CH:31][C:22]([OH:21])=[CH:23][CH:24]=2)[CH2:19][CH2:18][CH2:17][CH2:16][CH2:15]1 |f:1.2|. Procedure: Ethyl 3-amino-4-cyclohexylaminobenzoate (130 g) obtained in Example 1, Step 3, and methyl 4-hydroxybenzimidate hydrochloride (139 g) were added to methyl alcohol (1500 ml), and the mixture was refluxed under heating for 4 hr. The reaction mixture was allowed to cool and the precipitated crystals were collected by filtration to give the title compound (131 g, yield 72%). Reactants: CC1=NC=C(C(=N1)N)C=O (2-methyl-4-amino-5-formylpyrimidine), Cl.C1(=CC=CC=C1)NN (phenyl hydrazine hydrochloride). Solvent: CO (methanol). Yields the product Cl.CC1=NC=C(C(=N1)N)C=NNC1=CC=CC=C1 (1-(2-methyl-4-aminopyrimidyl)methylidene-2-phenylhydrazine hydrochloride). Isolated yield 99.8%. Reaction SMILES: [CH3:1][C:2]1[N:7]=[C:6]([NH2:8])[C:5]([CH:9]=O)=[CH:4][N:3]=1.[ClH:11].[C:12]1([NH:18][NH2:19])[CH:17]=[CH:16][CH:15]=[CH:14][CH:13]=1>CO>[ClH:11].[CH3:1][C:2]1[N:7]=[C:6]([NH2:8])[C:5]([CH:9]=[N:19][NH:18][C:12]2[CH:17]=[CH:16][CH:15]=[CH:14][CH:13]=2)=[CH:4][N:3]=1 |f:1.2,4.5|. Procedure details: In 333 ml of methanol was dissolved 8.6 g of 2-methyl-4-amino-5-formylpyrimidine. To the solution was added gradually 10.6 g of phenyl hydrazine hydrochloride. As the reaction proceeded, crystals precipitated out. Five hours later, the crystals were collected by filtration and dried under reduced pressure to obtain 16.5 g (93%) of 1-(2-methyl-4-aminopyrimidyl)methylidene-2-phenylhydrazine hydrochloride. Physical properties of 1-(2-methyl-4-aminopyrimidyl)methylidene-2-phenylhydrazine hydrochlori... Reactants: [Br-], C1CCOC1, C=Cc1ccc(OCc2ccccc2)cc1OCC(=O)c1ccc(OC)cc1, CC(C)(C)[O-], C[P+](c1ccccc1)(c1ccccc1)c1ccccc1, [K+]. The product is C=Cc1ccc(OCc2ccccc2)cc1OCC(=C)c1ccc(OC)cc1. RXN SMILES: [Br-:35].[CH2:56]1[O:57][CH2:58][CH2:59][CH2:60]1.[CH2:7]([c:8]1[cH:9][cH:10][cH:11][cH:12][cH:13]1)[O:14][c:15]1[cH:16][cH:17][c:18]([CH:33]=[CH2:34])[c:19]([O:20][CH2:21][C:22](=[O:23])[c:24]2[cH:25][cH:26][c:27]([O:30][CH3:31])[cH:28][cH:29]2)[cH:32]1.[CH3:1][C:2]([CH3:3])([O-:4])[CH3:5].[CH3:36][P+:37]([c:38]1[cH:39][cH:40][cH:41][cH:42][cH:43]1)([c:44]1[cH:45][cH:46][cH:47][cH:48][cH:49]1)[c:50]1[cH:51][cH:52][cH:53][cH:54][cH:55]1.[K+:6]>>[CH2:1]=[C:22]([CH2:21][O:20][c:19]1[c:18]([CH:33]=[CH2:34])[cH:17][cH:16][c:15]([O:14][CH2:7][c:8]2[cH:9][cH:10][cH:11][cH:12][cH:13]2)[cH:32]1)[c:24]1[cH:25][cH:26][c:27]([O:30][CH3:31])[cH:28][cH:29]1. Reactants: ClC1=CC(=NC2=CC=C(C=C12)C(=O)OC)N1CCS(C2=C(C1)C=CC=C2)(=O)=O (methyl 4-chloro-2-(1,1-dioxido-2,3-dihydro-1,4-benzothiazepin-4(5H)-yl)quinoline-6-carboxylate), O1CC(C1)(CN)CN (oxetane-3,3-diyldimethanamine). The product is NCC1(COC1)CNC1=CC(=NC2=CC=C(C=C12)C(=O)OC)N1CCS(C2=C(C1)C=CC=C2)(=O)=O (Methyl 4-({[3-(aminomethyl)oxetan-3-yl]methyl}amino)-2-(1,1-dioxido-2,3-dihydro-1,4-benzothiazepin-4(5H)-yl)quinoline-6-carboxylate). As a reaction SMILES: Cl[C:2]1[C:11]2[C:6](=[CH:7][CH:8]=[C:9]([C:12]([O:14][CH3:15])=[O:13])[CH:10]=2)[N:5]=[C:4]([N:16]2[CH2:22][C:21]3[CH:23]=[CH:24][CH:25]=[CH:26][C:20]=3[S:19](=[O:28])(=[O:27])[CH2:18][CH2:17]2)[CH:3]=1.[O:29]1[CH2:32][C:31]([CH2:35][NH2:36])([CH2:33][NH2:34])[CH2:30]1>>[NH2:34][CH2:33][C:31]1([CH2:35][NH:36][C:2]2[C:11]3[C:6](=[CH:7][CH:8]=[C:9]([C:12]([O:14][CH3:15])=[O:13])[CH:10]=3)[N:5]=[C:4]([N:16]3[CH2:22][C:21]4[CH:23]=[CH:24][CH:25]=[CH:26][C:20]=4[S:19](=[O:28])(=[O:27])[CH2:18][CH2:17]3)[CH:3]=2)[CH2:32][O:29][CH2:30]1. Procedure: The title compound was prepared in analogy to Example 6-1 in Scheme 52 by using methyl 4-chloro-2-(1,1-dioxido-2,3-dihydro-1,4-benzothiazepin-4(5H)-yl)quinoline-6-carboxylate and oxetane-3,3-diyldimethanamine. MS obsd. (ESI+) [(M+H)+] 497, 1H NMR (400 MHz, DMSO-d6) δ ppm 8.57 (d, 1 H), 7.95 (d, 1 H), 7.85 (m, 2 H), 7.71 (t, 1 H), 7.61 (m, 1 H), 7.46-7.38 (m, 2 H), 6.18 (s, 1 H), 5.07 (s, 2 H), 4.32 (m, 6 H), 3.80 (s, 3 H), 3.55 (m, 4 H), 2.95 (s, 2 H).